From a dataset of the Open Reaction Database (ORD), a public repository of structured organic reaction records. describe an organic reaction: reactants, conditions, products, and yield Reactants: C1CCOC1, [Mg+]Cc1ccccc1, CN(C)C1(C#N)CCC2(CC1)OCCO2, [Cl-], [Cl-], [NH4+], O. The product is Cl, CN(C)C1(Cc2ccccc2)CCC2(CC1)OCCO2. RXN SMILES: [CH2:28]1[O:29][CH2:30][CH2:31][CH2:32]1.[CH2:2]([c:3]1[cH:4][cH:5][cH:6][cH:7][cH:8]1)[Mg+:9].[CH3:10][N:11]([C:12]1([C:22]#[N:23])[CH2:13][CH2:14][C:15]2([O:16][CH2:17][CH2:18][O:19]2)[CH2:20][CH2:21]1)[CH3:24].[Cl-:1].[Cl-:25].[NH4+:26].[OH2:27]>>[ClH:1].[c:3]1([CH2:22][C:12]2([N:11]([CH3:10])[CH3:24])[CH2:13][CH2:14][C:15]3([O:16][CH2:17][CH2:18][O:19]3)[CH2:20][CH2:21]2)[cH:4][cH:5][cH:6][cH:7][cH:8]1.